Dataset: the Open Reaction Database (ORD), a public repository of structured organic reaction records. Task: describe an organic reaction: reactants, conditions, products, and yield The reactants are ClC=1C(=NC(=NC1)SC)C(=O)N(CC1=CC=C(C=C1)C)C(C(=O)N)C1=CC2=C(OCCO2)C=C1 (5-Chloro-2-methylthio-N-[2-amino-1-{1,4-benzodioxan-6-yl}-2-oxoethyl]-N-(4-methylbenzyl)pyrimidine-4-carboxamide), CC=1C(=NC(=NC1)C)C(=S)O (5-methyl-2-methylthiopyrimidine-4-carboxylic acid), COC=1C=C(C=O)C=CC1 (3-methoxybenzaldehyde), aldehyde. The product is CC=1C(=NC(=NC1)SC)C(=O)N(CC1=CC=C(C=C1)C)C(C(=O)N)C1=CC(=CC=C1)OC (5-Methyl-2-methylthio-N-[2-amino-1-{3-methoxyphenyl}-2-oxoethyl]-N-(4-methylbenzyl)pyrimidine-4-carboxamide). RXN SMILES: Cl[C:2]1[C:3]([C:10]([N:12]([CH:21]([C:25]2[CH:34]=[CH:33][C:28]3OC[CH2:31][O:32][C:27]=3[CH:26]=2)[C:22]([NH2:24])=[O:23])[CH2:13][C:14]2[CH:19]=[CH:18][C:17]([CH3:20])=[CH:16][CH:15]=2)=[O:11])=[N:4][C:5]([S:8][CH3:9])=[N:6][CH:7]=1.[CH3:35]C1C(C(O)=S)=NC(C)=NC=1.COC1C=C(C=CC=1)C=O>>[CH3:35][C:2]1[C:3]([C:10]([N:12]([CH:21]([C:25]2[CH:34]=[CH:33][CH:28]=[C:27]([O:32][CH3:31])[CH:26]=2)[C:22]([NH2:24])=[O:23])[CH2:13][C:14]2[CH:15]=[CH:16][C:17]([CH3:20])=[CH:18][CH:19]=2)=[O:11])=[N:4][C:5]([S:8][CH3:9])=[N:6][CH:7]=1. Procedure: This was prepared in the same manner as the product from example 242 using 5-methyl-2-methylthiopyrimidine-4-carboxylic acid (preparation 17) and 3-methoxybenzaldehyde as the acid and aldehyde components to give the title compound as a solid, 0.97 g, (72%). Reactants: CNC(=O)NC1(C(CCC=2SC=CC21)I)C (1-methyl-3-(5-iodo-4-methyl-4,5,6,7-tetrahydrobenzo[b]thien-4-yl)urea), [H][H] (hydrogen), [O-2].[Mg+2] (magnesium oxide). The reagents and catalysts are [Pd] (palladium on carbon). Run in CO (methanol). The product is CNC(=O)NC1(CCCC=2SC=CC21)C (1-methyl-3-(4-methyl-4,5,6,7-tetrahydrobenzo[b]thien-4-yl)urea). Reaction SMILES: [CH3:1][NH:2][C:3]([NH:5][C:6]1([CH3:16])[C:14]2[CH:13]=[CH:12][S:11][C:10]=2[CH2:9][CH2:8][CH:7]1I)=[O:4].[O-2].[Mg+2].[H][H]>[Pd].CO>[CH3:1][NH:2][C:3]([NH:5][C:6]1([CH3:16])[C:14]2[CH:13]=[CH:12][S:11][C:10]=2[CH2:9][CH2:8][CH2:7]1)=[O:4] |f:1.2|. Procedure details: Deiodination of 1-methyl-3-(5-iodo-4-methyl-4,5,6,7-tetrahydrobenzo[b]thien-4-yl)urea is accomplished by treating a methanol mixture of this compound with palladium on carbon and magnesium oxide in a Paar hydrogenator at 50 psig. After uptake of the hydrogen is completed, the mixture is filtered through diatomaceous earth and filtrate is evaporated to dryness to afford 1-methyl-3-(4-methyl-4,5,6,7-tetrahydrobenzo[b]thien-4-yl)urea, melting point 135° C. to 145° C. The reactants are aqueous solution, [OH-].[Na+] (sodium hydroxide), C(=O)NC=1SC=C(N1)C(C(=O)OCC)=NOC(CNC(=O)OC(C)(C)C)CC (ethyl 2-(2-formamidothiazol-4-yl)-2-(2-t-butoxycarbonylamino-1-ethylethoxyimino)acetate). Solvent: C(C)O (ethanol). Conditions: time 2 hour. Yields the product C(=O)NC=1SC=C(N1)C(C(=O)O)=NOC(CNC(=O)OC(C)(C)C)CC (2-(2-formamidothiazol-4-yl)-2-(2-t-butoxycarbonylamino-1-ethylethoxyimino)acetic acid). Reaction SMILES: [CH:1]([NH:3][C:4]1[S:5][CH:6]=[C:7]([C:9](=[N:15][O:16][CH:17]([CH2:27][CH3:28])[CH2:18][NH:19][C:20]([O:22][C:23]([CH3:26])([CH3:25])[CH3:24])=[O:21])[C:10]([O:12]CC)=[O:11])[N:8]=1)=[O:2].[OH-].[Na+]>C(O)C>[CH:1]([NH:3][C:4]1[S:5][CH:6]=[C:7]([C:9](=[N:15][O:16][CH:17]([CH2:27][CH3:28])[CH2:18][NH:19][C:20]([O:22][C:23]([CH3:25])([CH3:24])[CH3:26])=[O:21])[C:10]([OH:12])=[O:11])[N:8]=1)=[O:2] |f:1.2|. Reported procedure: 1.65 g of ethyl 2-(2-formamidothiazol-4-yl)-2-hydroxyiminoacetate (syn isomer) is dissolved in 30 ml of dimethylformamide. To this solution, 165 mg of sodium hydride is added, and this is followed by 10 minutes of agitation at room temperature. 2.5 g of the product obtained in (1) is then added, and this is followed by 15 hours of agitation at the same temperature. 200 ml of ethyl acetate is added, and this mixture is washed with 200 ml of a sodium chloride solution and dried with anhydrous Glau...